From a dataset of the Open Reaction Database (ORD), a public repository of structured organic reaction records. describe an organic reaction: reactants, conditions, products, and yield The reactants are FC(C(=O)O)(F)F.C(C)N1N=NC(=C1)CN1C(N(C(C2=C1C=C(S2)C2=CC=CC=C2)=O)C2CCNCC2)=O (1-[(1-ethyl-1H-1,2,3-triazol-4-yl)methyl]-6-phenyl-3-(piperidin-4-yl)thieno[3,2-d]pyrimidine-2,4(1H,3H)-dione trifluoroacetate), FC(C(=O)O)(F)F.C(C)N1N=NC(=C1)CN1C(N(C(C2=C1C=C(S2)C2=CC=CC=C2)=O)C2CCNCC2)=O (1-[(1-ethyl-1H-1,2,3-triazol-4-yl)methyl]-6-phenyl-3-(piperidin-4-yl)thieno[3,2-d]pyrimidine-2,4(1H,3H)-dione trifluoroacetate), C(C)OC1=CC=2[C@@H]3[C@H](N=C(C2C=C1OC)C1=CC=C(C(=O)O)C=C1)CCSC3 (4-[(4aR,10bR)-9-ethoxy-8-methoxy-3,4,4a,10b-tetrahydro-1H-thiopyrano[4,3-c]isoquinolin-6-yl]benzoic acid), CCN=C=NCCCN(C)C (EDCI), C1=CC=C2C(=C1)N=NN2O.O (HOBT hydrate), S(=O)(=O)(O)[O-].[K+] (potassium hydrogen sulfate), C(C)OC1=CC=2[C@@H]3[C@H](N=C(C2C=C1OC)C1=CC=C(C(=O)O)C=C1)CCSC3 (4-[(4aR,10bR)-9-ethoxy-8-methoxy-3,4,4a,10b-tetrahydro-1H-thiopyrano[4,3-c]isoquinolin-6-yl]benzoic acid). Solvent: C(Cl)Cl (DCM). Run at time 5 day. Yields the product C(C)OC1=CC=2[C@@H]3[C@H](N=C(C2C=C1OC)C1=CC=C(C=C1)C(=O)N1CCC(CC1)N1C(N(C2=C(C1=O)SC(=C2)C2=CC=CC=C2)CC=2N=NN(C2)CC)=O)CCSC3 (3-[1-({4-[(4aR,10bR)-9-ethoxy-8-methoxy-3,4,4a,10b-tetrahydro-1H-thiopyrano[4,3-c]isoquinolin-6-yl]phenyl}carbonyl)piperidin-4-yl]-1-[(1-ethyl-1H-1,2,3-triazol-4-yl)methyl]-6-phenylthieno[3,2-d]pyrimidine-2,4(1H,3H)-dione). As a reaction SMILES: FC(F)(F)C(O)=O.[CH2:8]([N:10]1[CH:14]=[C:13]([CH2:15][N:16]2[C:21]3[CH:22]=[C:23]([C:25]4[CH:30]=[CH:29][CH:28]=[CH:27][CH:26]=4)[S:24][C:20]=3[C:19](=[O:31])[N:18]([CH:32]3[CH2:37][CH2:36][NH:35][CH2:34][CH2:33]3)[C:17]2=[O:38])[N:12]=[N:11]1)[CH3:9].[CH2:39]([O:41][C:42]1[C:51]([O:52][CH3:53])=[CH:50][C:49]2[C:48]([C:54]3[CH:62]=[CH:61][C:57]([C:58](O)=[O:59])=[CH:56][CH:55]=3)=[N:47][C@@H:46]3[CH2:63][CH2:64][S:65][CH2:66][C@@H:45]3[C:44]=2[CH:43]=1)[CH3:40].CCN=C=NCCCN(C)C.C1C=C2N=NN(O)C2=CC=1.O.S([O-])(O)(=O)=O.[K+]>C(Cl)Cl>[CH2:39]([O:41][C:42]1[C:51]([O:52][CH3:53])=[CH:50][C:49]2[C:48]([C:54]3[CH:55]=[CH:56][C:57]([C:58]([N:35]4[CH2:36][CH2:37][CH:32]([N:18]5[C:19](=[O:31])[C:20]6[S:24][C:23]([C:25]7[CH:30]=[CH:29][CH:28]=[CH:27][CH:26]=7)=[CH:22][C:21]=6[N:16]([CH2:15][C:13]6[N:12]=[N:11][N:10]([CH2:8][CH3:9])[CH:14]=6)[C:17]5=[O:38])[CH2:33][CH2:34]4)=[O:59])=[CH:61][CH:62]=3)=[N:47][C@@H:46]3[CH2:63][CH2:64][S:65][CH2:66][C@@H:45]3[C:44]=2[CH:43]=1)[CH3:40] |f:0.1,4.5,6.7|. Procedure details: To a suspension of 1-[(1-ethyl-1H-1,2,3-triazol-4-yl)methyl]-6-phenyl-3-(piperidin-4-yl)thieno[3,2-d]pyrimidine-2,4(1H,3H)-dione trifluoroacetate (250 mg; compound B47), 4-[(4aR,10bR)-9-ethoxy-8-methoxy-3,4,4a,10b-tetrahydro-1H-thiopyrano[4,3-c]isoquinolin-6-yl]benzoic acid (180 mg; compound C10), EDCI (174 mg) and HOBT hydrate (123 mg) in DCM (12 ml) DIPEA (0.24 ml) is added. After 1.5 h at RT additional 4-[(4aR,10bR)-9-ethoxy-8-methoxy-3,4,4a,10b-tetrahydro-1H-thiopyrano[4,3-c]isoquinolin-6-yl... Reactants: C(C1=CC=CC=C1)(C1=CC=CC=C1)=N (benzophenone imine), Cl.ClC=1C(=NC=C(C1)C(F)(F)F)CN ((3-chloro-5-trifluoromethyl-2-pyridyl)methylamine hydrochloride). Run in ClCCl (dichloromethane). Reaction conditions: time 3 hour. Product: ClC=1C(=NC=C(C1)C(F)(F)F)CN=C(C1=CC=CC=C1)C1=CC=CC=C1 (N-[(3-chloro-5-trifluoromethyl-2-pyridyl)methyl]benzophenone Imine). Reaction SMILES: [C:1](=[NH:14])([C:8]1[CH:13]=[CH:12][CH:11]=[CH:10][CH:9]=1)[C:2]1[CH:7]=[CH:6][CH:5]=[CH:4][CH:3]=1.Cl.[Cl:16][C:17]1[C:18]([CH2:27]N)=[N:19][CH:20]=[C:21]([C:23]([F:26])([F:25])[F:24])[CH:22]=1>ClCCl>[Cl:16][C:17]1[C:18]([CH2:27][N:14]=[C:1]([C:8]2[CH:9]=[CH:10][CH:11]=[CH:12][CH:13]=2)[C:2]2[CH:7]=[CH:6][CH:5]=[CH:4][CH:3]=2)=[N:19][CH:20]=[C:21]([C:23]([F:25])([F:24])[F:26])[CH:22]=1 |f:1.2|. Procedure: To a solution of benzophenone imine (1.67 ml) in dry dichloromethane (25 ml) at 10° C. was added (3-chloro-5-trifluoromethyl-2-pyridyl)methylamine hydrochloride (2.47 g). The solution was stirred at room temperature for 3 hours and then filtered. The filtrate was evaporated to dryness and purified by silica gel chromatography [light petroleumidiethyl ether (4:1)] to give the title product. Reactants: CC(C)(O)C(=O)O, Cl, NC1CCC(CCN2CCC(c3cccc4c3OCO4)CC2)CC1. The product is CC(C)(O)C(=O)NC1CCC(CCN2CCC(c3cccc4c3OCO4)CC2)CC1. As a reaction SMILES: [CH3:26][C:27]([CH3:28])([OH:29])[C:30]([OH:31])=[O:32].[ClH:1].[O:2]1[CH2:3][O:4][c:5]2[c:6]1[cH:7][cH:8][cH:9][c:10]2[CH:11]1[CH2:12][CH2:13][N:14]([CH2:17][CH2:18][CH:19]2[CH2:20][CH2:21][CH:22]([NH2:25])[CH2:23][CH2:24]2)[CH2:15][CH2:16]1>>[O:2]1[CH2:3][O:4][c:5]2[c:6]1[cH:7][cH:8][cH:9][c:10]2[CH:11]1[CH2:12][CH2:13][N:14]([CH2:17][CH2:18][CH:19]2[CH2:20][CH2:21][CH:22]([NH:25][C:30]([C:27]([CH3:26])([CH3:28])[OH:29])=[O:31])[CH2:23][CH2:24]2)[CH2:15][CH2:16]1. Reactants: ClC1=NC(=NC(=N1)NC1CC(NC(C1)(C)C)(C)C)NC1CC(NC(C1)(C)C)(C)C (2-chloro-4,6-bis(2,2,6,6-tetramethyl-4-piperidylamino)-1,3,5-triazine), CC1(NC(CC(C1)NCCNC1CC(NC(C1)(C)C)(C)C)(C)C)C (1,2-bis-(2,2,6,6-tetramethyl-4-piperidylamino)ethane), 0.05, [OH-].[Na+] (sodium hydroxide). Solvent: C=1(C(=CC=CC1)C)C (xylene). Product: CC1(NC(CC(C1)N(CCN(C1=NC(=NC(=N1)NC1CC(NC(C1)(C)C)(C)C)NC1CC(NC(C1)(C)C)(C)C)C1CC(NC(C1)(C)C)(C)C)C1=NC(=NC(=N1)NC1CC(NC(C1)(C)C)(C)C)NC1CC(NC(C1)(C)C)(C)C)(C)C)C (N,N'-bis(2,2,6,6-tetramethyl-4-piperidyl)-N,N'-bis-[2,4-bis(2,2,6,6-tetramethyl-4-piperidylamino)-1,3,5-triazin-6-yl]ethylenediamine). RXN SMILES: Cl[C:2]1[N:7]=[C:6]([NH:8][CH:9]2[CH2:14][C:13]([CH3:16])([CH3:15])[NH:12][C:11]([CH3:18])([CH3:17])[CH2:10]2)[N:5]=[C:4]([NH:19][CH:20]2[CH2:25][C:24]([CH3:27])([CH3:26])[NH:23][C:22]([CH3:29])([CH3:28])[CH2:21]2)[N:3]=1.[CH3:30][C:31]1([CH3:53])[CH2:36][CH:35]([NH:37][CH2:38][CH2:39][NH:40][CH:41]2[CH2:46][C:45]([CH3:48])([CH3:47])[NH:44][C:43]([CH3:50])([CH3:49])[CH2:42]2)[CH2:34][C:33]([CH3:52])([CH3:51])[NH:32]1.[OH-].[Na+]>C1(C)C(C)=CC=CC=1>[CH3:47][C:45]1([CH3:48])[CH2:46][CH:41]([N:40]([C:2]2[N:3]=[C:4]([NH:19][CH:20]3[CH2:25][C:24]([CH3:27])([CH3:26])[NH:23][C:22]([CH3:29])([CH3:28])[CH2:21]3)[N:5]=[C:6]([NH:8][CH:9]3[CH2:10][C:11]([CH3:18])([CH3:17])[NH:12][C:13]([CH3:16])([CH3:15])[CH2:14]3)[N:7]=2)[CH2:39][CH2:38][N:37]([CH:35]2[CH2:36][C:31]([CH3:53])([CH3:30])[NH:32][C:33]([CH3:52])([CH3:51])[CH2:34]2)[C:2]2[N:7]=[C:6]([NH:8][CH:9]3[CH2:14][C:13]([CH3:16])([CH3:15])[NH:12][C:11]([CH3:18])([CH3:17])[CH2:10]3)[N:5]=[C:4]([NH:19][CH:20]3[CH2:25][C:24]([CH3:27])([CH3:26])[NH:23][C:22]([CH3:29])([CH3:28])[CH2:21]3)[N:3]=2)[CH2:42][C:43]([CH3:50])([CH3:49])[NH:44]1 |f:2.3|. Procedure details: 21.15 g (0.05 moles) of 2-chloro-4,6-bis(2,2,6,6-tetramethyl-4-piperidylamino)-1,3,5-triazine (prepared according to example 2A), 8.45 g (0.025 moles) of 1,2-bis-(2,2,6,6-tetramethyl-4-piperidylamino)ethane, 2 g 0.05 of sodium hydroxide and 150 ml of xylene were boiled for 16 hours under stirring. After removing the reaction solvent, the residue was washed with water, dried at 100° C./l mm and crystallized from benzene. Reactants: COc1cc(Cl)ccc1-c1nn(C(C)C(=O)[O-])c(=O)n1Cc1cccc(F)c1, CO, [Li+], [OH-], O. Product: COc1cc(Cl)ccc1-c1nn(CC(=O)O)c(=O)n1Cc1cccc(F)c1. RXN SMILES: [CH3:1][CH:2]([C:3](=[O:4])[O-:5])[n:6]1[n:7][c:8](-[c:20]2[c:21]([O:27][CH3:28])[cH:22][c:23]([Cl:26])[cH:24][cH:25]2)[n:9]([CH2:12][c:13]2[cH:14][c:15]([F:19])[cH:16][cH:17][cH:18]2)[c:10]1=[O:11].[CH3:32][OH:33].[Li+:29].[OH-:30].[OH2:31]>>[CH2:2]([C:3](=[O:4])[OH:5])[n:6]1[n:7][c:8](-[c:20]2[c:21]([O:27][CH3:28])[cH:22][c:23]([Cl:26])[cH:24][cH:25]2)[n:9]([CH2:12][c:13]2[cH:14][c:15]([F:19])[cH:16][cH:17][cH:18]2)[c:10]1=[O:11]. Reactants: C(C)(C)(C)OCCN1CCC(CC1)CCOC=1C(=CC(=C(C1)N=CN(C)C)C#N)OC (N′-(5-{2-[1-(2-tert-butoxyethyl)piperidin-4-yl]ethoxy}-2-cyano-4-methoxyphenyl)-N,N-dimethylimidoformamide), NC1=NNC(=C1)CC(=O)O ((3-amino-1H-pyrazol-5-yl)acetic acid). Solvent: C(C)(=O)O (acetic acid). The product is C(C)(C)(C)OCCN1CCC(CC1)CCOC1=C(C=C2C(=NC=NC2=C1)NC1=NNC(=C1)CC(=O)O)OC ({3-[(7-{2-[1-(2-tert-butoxyethyl)piperidin-4-yl]ethoxy}-6-methoxyquinazolin-4-yl)amino]-1H-pyrazol-5-yl}acetic acid). The yield is 67.1%. RXN SMILES: [C:1]([O:5][CH2:6][CH2:7][N:8]1[CH2:13][CH2:12][CH:11]([CH2:14][CH2:15][O:16][C:17]2[C:18]([O:30][CH3:31])=[CH:19][C:20](C#N)=[C:21]([N:23]=[CH:24][N:25]([CH3:27])C)[CH:22]=2)[CH2:10][CH2:9]1)([CH3:4])([CH3:3])[CH3:2].[NH2:32][C:33]1[CH:37]=[C:36]([CH2:38][C:39]([OH:41])=[O:40])[NH:35][N:34]=1>C(O)(=O)C>[C:1]([O:5][CH2:6][CH2:7][N:8]1[CH2:9][CH2:10][CH:11]([CH2:14][CH2:15][O:16][C:17]2[CH:22]=[C:21]3[C:20]([C:27]([NH:32][C:33]4[CH:37]=[C:36]([CH2:38][C:39]([OH:41])=[O:40])[NH:35][N:34]=4)=[N:25][CH:24]=[N:23]3)=[CH:19][C:18]=2[O:30][CH3:31])[CH2:12][CH2:13]1)([CH3:4])([CH3:3])[CH3:2]. Procedure details: N′-(5-{2-[1-(2-tert-butoxyethyl)piperidin-4-yl]ethoxy}-2-cyano-4-methoxyphenyl)-N,N-dimethylimidoformamide (654 mg, 1.5 mmol) in acetic acid (1.35 ml) was heated with (3-amino-1H-pyrazol-5-yl)acetic acid (214 mg, 1.52 mmol) at reflux for 45 minutes. Acetic acid was evaporated and the residue taken up in a mixture of dichloromethane:methanol. Excess diisopropylethylamine was added, and the solvent evaporated in vacuo. Dichloromethane was added to the solid, which was filtered and dried to yield {...